Dataset: the Open Reaction Database (ORD), a public repository of structured organic reaction records. Task: describe an organic reaction: reactants, conditions, products, and yield The reactants are N (ammonia), N1C=NC=2N=CNC2C1=O (hypoxanthine), liquid, N (ammonia). Run in P(=O)(Cl)(Cl)Cl (phosphorus oxychloride), C1CCOC1 (THF). Run at temperature 60 celsius. The product is N1=CN=C2N=CNC2=C1N (adenine). Isolated yield 90.5%. Reaction SMILES: [NH:1]1[C:9](=O)[C:8]2[NH:7][CH:6]=[N:5][C:4]=2[N:3]=[CH:2]1.[NH3:11]>P(Cl)(Cl)(Cl)=O.C1COCC1>[N:1]1[C:9]([NH2:11])=[C:8]2[C:4]([N:5]=[CH:6][NH:7]2)=[N:3][CH:2]=1. Reported procedure: 1.27 g (2.8 mM) of the above hypoxanthine (C.) was heated in 13 ml of phosphorus oxychloride to 70° C. for 30 min. Evaporation in vacuo and twice repetition with toluene gave the crude 6-chloro intermediate, which was dissolved in 40 ml of THF and added at 0-5° C. to 12 ml of 32% aqueous ammonia. After the addition of 50 g of liquid ammonia the solution was heated to 60° C. in a 450 ml pressure reactor (340 psi). After 3.5 hr the solid was filtered off and the solution evaporated in vacuo to dry... Reactants: COC(=O)Nc1ccc(C2CNCCO2)c(F)c1, CO. Yields the product O=C=Nc1ccc(C2CNCCO2)c(F)c1. Reaction SMILES: [C:1](=[O:2])([O:3][CH3:4])[NH:5][c:6]1[cH:7][c:8]([F:18])[c:9]([CH:12]2[O:13][CH2:14][CH2:15][NH:16][CH2:17]2)[cH:10][cH:11]1.[CH3:19][OH:20]>>[C:1](=[O:2])=[N:5][c:6]1[cH:7][c:8]([F:18])[c:9]([CH:12]2[O:13][CH2:14][CH2:15][NH:16][CH2:17]2)[cH:10][cH:11]1. Reactants: Intermediate 25, ClC1=C(C=C(C(=C1)CN1CCCC1)Cl)O (2,5-Dichloro-4-pyrrolidin-1-ylmethyl-phenol), CC(C)([O-])C.[K+] (potassium tert-butoxide), NC[C@H]1C[C@H](C1)O (cis-3-(Aminomethyl)cyclobutanol), CS(=O)(=O)O[C@@H]1C[C@@H](C1)CN(C)C(=O)OC(C)(C)C (cis-3-{[(tert-butoxycarbonyl)(methyl)amino]methyl}cyclobutyl methanesulfonate). Reagents/catalysts: [Br-].C(CCC)[N+](CCCC)(CCCC)CCCC (tetrabutylammonium bromide). The solvent is CCOCC (Et2O), CS(=O)C (DMSO), CS(=O)C (DMSO). The product is ClC1=C(O[C@@H]2C[C@H](C2)CN(C(OC(C)(C)C)=O)C)C=C(C(=C1)CN1CCCC1)Cl (tert-butyl ({trans-3-[2,5-dichloro-4-(pyrrolidin-1-ylmethyl)phenoxy]cyclobutyl}methyl)methylcarbamate). Isolated yield 55.2%. RXN SMILES: [Cl:1][C:2]1[CH:7]=[C:6]([CH2:8][N:9]2[CH2:13][CH2:12][CH2:11][CH2:10]2)[C:5]([Cl:14])=[CH:4][C:3]=1[OH:15].CC(C)([O-])C.[K+].NC[C@@H]1C[C@H](O)C1.CS(O[C@H:34]1[CH2:37][C@@H:36]([CH2:38][N:39]([C:41]([O:43][C:44]([CH3:47])([CH3:46])[CH3:45])=[O:42])[CH3:40])[CH2:35]1)(=O)=O>CS(C)=O.[Br-].C([N+](CCCC)(CCCC)CCCC)CCC.CCOCC>[Cl:1][C:2]1[CH:7]=[C:6]([CH2:8][N:9]2[CH2:10][CH2:11][CH2:12][CH2:13]2)[C:5]([Cl:14])=[CH:4][C:3]=1[O:15][C@H:34]1[CH2:37][C@H:36]([CH2:38][N:39]([CH3:40])[C:41](=[O:42])[O:43][C:44]([CH3:45])([CH3:46])[CH3:47])[CH2:35]1 |f:1.2,6.7|. Procedure: A solution of Intermediate 25, 2,5-Dichloro-4-pyrrolidin-1-ylmethyl-phenol (1.8 g, 7.5 mmol) and potassium tert-butoxide (0.85 g, 7.5 mmol) in DMSO (20 mL) was heated to 100° C. under vigorous stirring in a flow of argon. The mixture was stirred at this temperature for 15 min. A solution of intermediate 6, cis-3-{[(tert-butoxycarbonyl)(methyl)amino]methyl}cyclobutyl methanesulfonate (1.1 g, 3.8 mmol) in DMSO (10 mL) and tetrabutylammonium bromide (0.36 g, 1.14 mmol) were added. The mixture was s... Starting materials: BrC=1C=C2C(=NC1)C1(C(N2)=O)CCOCC1 (6′-bromo-2,3,5,6-tetrahydrospiro[pyran-4,3′-pyrrolo[3,2-b]pyridin]-2′(1′H)-one), B1(OC(C(O1)(C)C)(C)C)B2OC(C(O2)(C)C)(C)C (bis(pinacolato)diboron), C(C)(=O)[O-].[K+] (potassium acetate), CS(=O)C (dimethylsulphoxide). The solvent is C(C)(=O)OCC (ethyl acetate). Reaction conditions: time 16 hour. Yields the product O=C1C2(C3=NC=C(C=C3N1)B(O)O)CCOCC2 (2′-oxo-1′,2,2′,3,5,6-hexahydrospiro[pyran-4,3′-pyrrolo[3,2-b]pyridine]-6′-ylboronic acid). As a reaction SMILES: Br[C:2]1[CH:3]=[C:4]2[NH:10][C:9](=[O:11])[C:8]3([CH2:16][CH2:15][O:14][CH2:13][CH2:12]3)[C:5]2=[N:6][CH:7]=1.[B:17]1(B2OC(C)(C)C(C)(C)O2)[O:21]C(C)(C)C(C)(C)[O:18]1.C([O-])(=O)C.[K+].CS(C)=O>C(OCC)(=O)C>[O:11]=[C:9]1[NH:10][C:4]2[C:5](=[N:6][CH:7]=[C:2]([B:17]([OH:21])[OH:18])[CH:3]=2)[C:8]21[CH2:16][CH2:15][O:14][CH2:13][CH2:12]2 |f:2.3|. Procedure details: An oven dried resealable Schlenk tube was charged with 6′-bromo-2,3,5,6-tetrahydrospiro[pyran-4,3′-pyrrolo[3,2-b]pyridin]-2′(1′H)-one (preparation 30, 0.350 g, 1.24 mmol), bis(pinacolato)diboron (0.470 g, 1.85 mmol), potassium acetate (0.240 g, 2.48 mmol) and dimethylsulphoxide (4 mL). The Schlenk tube was subjected to three cycles of evacuation-backfilling with argon, and 1,1′-bis(diphenylphosphino)ferrocene-palladium(II) dichloride dichloromethane complex (0.06 g, 0.07 mmol) was added. After t...